From a dataset of the Open Reaction Database (ORD), a public repository of structured organic reaction records. describe an organic reaction: reactants, conditions, products, and yield The reactants are NO (hydroxylamine), Cl (HCl), C(C1=CC=CC=C1)(=O)CCCC(C)=O (5-benzoyl-2-pentanone). Solvent: C(C)(=O)O (acetic acid), C(C)(=O)O (acetic acid). The product is CC1=NC(=CC=C1)C1=CC=CC=C1 (2-methyl-6-phenylpyridine). Reaction SMILES: [NH2:1]O.Cl.[C:4]([CH2:12][CH2:13][CH2:14][C:15](=O)[CH3:16])(=O)[C:5]1[CH:10]=[CH:9][CH:8]=[CH:7][CH:6]=1>C(O)(=O)C>[CH3:16][C:15]1[CH:14]=[CH:13][CH:12]=[C:4]([C:5]2[CH:10]=[CH:9][CH:8]=[CH:7][CH:6]=2)[N:1]=1. Reported procedure: To a refluxing mixture of hydroxylamine.HCl (2.1 g) in acetic acid (5 cc) was added a solution of 5-benzoyl-2-pentanone (1.9 g) (step 1) in acetic acid (5 cc) and the suspension refluxed for 3 hours. Acetic acid was then removed in vacuo, the residue treated with H2O (25 cc) and extracted with ethyl acetate (3×25 cc); the organic layer was washed with 25% aqueous NH4OAc, dilute NaHCO3 and brine. After removal of the solvent the residue was purified by chromatography to afford the title compound.... The reactants are CCOC(=O)CCN1CCC(=Cc2cccc(B3OC(C)(C)C(C)(C)O3)c2CC)CC1, CCO. The product is CCOC(=O)CCN1CCC(Cc2cccc(B3OC(C)(C)C(C)(C)O3)c2CC)CC1. Reaction SMILES: [CH2:1]([CH3:2])[c:3]1[c:4]([CH:18]=[C:19]2[CH2:20][CH2:21][N:22]([CH2:25][CH2:26][C:27](=[O:28])[O:29][CH2:30][CH3:31])[CH2:23][CH2:24]2)[cH:5][cH:6][cH:7][c:8]1[B:9]1[O:10][C:11]([CH3:16])([CH3:17])[C:12]([CH3:14])([CH3:15])[O:13]1.[CH3:32][CH2:33][OH:34]>>[CH2:1]([CH3:2])[c:3]1[c:4]([CH2:18][CH:19]2[CH2:20][CH2:21][N:22]([CH2:25][CH2:26][C:27](=[O:28])[O:29][CH2:30][CH3:31])[CH2:23][CH2:24]2)[cH:5][cH:6][cH:7][c:8]1[B:9]1[O:10][C:11]([CH3:16])([CH3:17])[C:12]([CH3:14])([CH3:15])[O:13]1. The reactants are BrC1=CC=CC=2C3=CC=CC=C3C(C12)(C1=CC=CC=C1)C1=CC=CC=C1 (bromo-9,9-diphenyl-9H-fluorene), NC1=CC=CC=C1 (aniline), CC(C)([O-])C.[Na+] (sodium tert-butoxide). The reagents and catalysts are C1=CC=C(C=C1)P([C-]2C=CC=C2)C3=CC=CC=C3.C1=CC=C(C=C1)P([C-]2C=CC=C2)C3=CC=CC=C3.[Fe+2] (DPPF), C(C)(=O)[O-].[Pd+2].C(C)(=O)[O-] (palladium(II)acetate). Run in C1(=CC=CC=C1)C (toluene). The product is C1(=CC=CC=C1)C1(C2=CC=CC=C2C=2C=CC(=CC12)NC1=CC=CC=C1)C1=CC=CC=C1 ((9,9-diphenyl-9H-fluoren-2-yl)phenylamine). As a reaction SMILES: Br[C:2]1[C:14]2[C:13]([C:21]3[CH:26]=[CH:25][CH:24]=[CH:23][CH:22]=3)([C:15]3[CH:20]=[CH:19][CH:18]=[CH:17][CH:16]=3)[C:12]3[C:7](=[CH:8][CH:9]=[CH:10][CH:11]=3)[C:6]=2[CH:5]=[CH:4][CH:3]=1.[NH2:27][C:28]1[CH:33]=[CH:32][CH:31]=[CH:30][CH:29]=1.CC(C)([O-])C.[Na+]>C1(C)C=CC=CC=1.C1C=CC(P(C2C=CC=CC=2)[C-]2C=CC=C2)=CC=1.C1C=CC(P(C2C=CC=CC=2)[C-]2C=CC=C2)=CC=1.[Fe+2].C([O-])(=O)C.[Pd+2].C([O-])(=O)C>[C:21]1([C:13]2([C:15]3[CH:16]=[CH:17][CH:18]=[CH:19][CH:20]=3)[C:14]3[CH:2]=[C:3]([NH:27][C:28]4[CH:33]=[CH:32][CH:31]=[CH:30][CH:29]=4)[CH:4]=[CH:5][C:6]=3[C:7]3[C:12]2=[CH:11][CH:10]=[CH:9][CH:8]=3)[CH:26]=[CH:25][CH:24]=[CH:23][CH:22]=1 |f:2.3,5.6.7,8.9.10|. Procedure: 40 g of bromo-9,9-diphenyl-9H-fluorene (100.7 mmol), 12 ml of aniline (121 mmol), 0.85 g of DPPF (1.5 mmol), 0.3 g of palladium(II)acetate and 25 g of sodium tert-butoxide (262 mmol) are heated at the boil in 1.5 l of toluene under a protective-gas atmosphere for 18 h. The mixture is subsequently partitioned between toluene and water, and the organic phase is washed three times with water, dried over Na2SO4 and evaporated in a rotary evaporator. The residue which remains is recrystallised from h... Reactants: CC(C(C)(C)O1)(C)OB1C2=CN=C(N(C)C=N3)C3=C2, BrC1=CC2=C(C=C1)C=CN2. The reagents and catalysts are CC(C)(C)C1=CC=C(C=C1)C2=CC=C(C=C2)C(C)(C)C, C(=O)([O-])[O-].[Na+].[Na+], C1=CC=C(C=C1)P(C2=CC=CC=C2)C3=CC=CC=C3.C1=CC=C(C=C1)P(C2=CC=CC=C2)C3=CC=CC=C3.C1=CC=C(C=C1)P(C2=CC=CC=C2)C3=CC=CC=C3.C1=CC=C(C=C1)P(C2=CC=CC=C2)C3=CC=CC=C3.[Pd]. The solvent is COCCOC, O (water), COCCOC. Run at temperature 85 celsius, time 24 hour. Yields the product CN1C2=NC=C(C3=CC4=C(C=C3)C=CN4)C=C2N=C1. Isolated yield 48.0%. The reactants are CCN(CC)CCN1CCc2[nH]c(C=C3C(=O)Nc4ccc(F)cc43)c(C)c2C1=O, CC(O)C(=O)O, CO, ClCCl. Product: CCN(CC)CCN1CCc2[nH]c(C=C3C(=O)Nc4ccc(F)cc43)c(C)c2C1=O, CC(O)C(=O)O. RXN SMILES: [CH2:1]([CH3:2])[N:3]([CH2:4][CH2:5][N:6]1[C:7](=[O:28])[c:8]2[c:9]([nH:12][c:13]([CH:16]=[C:17]3[C:18](=[O:27])[NH:19][c:20]4[cH:21][cH:22][c:23]([F:26])[cH:24][c:25]43)[c:14]2[CH3:15])[CH2:10][CH2:11]1)[CH2:29][CH3:30].[CH3:34][CH:35]([OH:36])[C:37]([OH:38])=[O:39].[CH3:40][OH:41].[Cl:31][CH2:32][Cl:33]>>[CH2:1]([CH3:2])[N:3]([CH2:4][CH2:5][N:6]1[C:7](=[O:28])[c:8]2[c:9]([nH:12][c:13]([CH:16]=[C:17]3[C:18](=[O:27])[NH:19][c:20]4[cH:21][cH:22][c:23]([F:26])[cH:24][c:25]43)[c:14]2[CH3:15])[CH2:10][CH2:11]1)[CH2:29][CH3:30].[CH3:34][CH:35]([OH:36])[C:37](=[O:38])[OH:39]. The reactants are C(C)(=O)O[C@H]1[C@H](OC2=C(C=CC=C2)Br)SC[C@H]([C@@H]1OC(C)=O)OC(C)=O (2-bromophenyl 2,3,4-tri-O-acetyl-5-thio-β-D-xylopyranoside), IV, CC1=NOC(=C1B(O)O)C (3,5-dimethyl-4-isoxazoleboronic acid). Yields the product C(C)(=O)O[C@H]1[C@H](OC2=C(C=CC=C2)C=2C(=NOC2C)C)SC[C@H]([C@@H]1OC(C)=O)OC(C)=O (2-(3,5-Dimethyl-4-isoxazolyl)phenyl 2,3,4-tri-O-acetyl-5-thio-β-D-xylopyranoside). The yield is 76.0%. RXN SMILES: [C:1]([O:4][C@@H:5]1[C@@H:18]([O:19][C:20](=[O:22])[CH3:21])[C@H:17]([O:23][C:24](=[O:26])[CH3:25])[CH2:16][S:15][C@H:6]1[O:7][C:8]1[CH:13]=[CH:12][CH:11]=[CH:10][C:9]=1Br)(=[O:3])[CH3:2].[CH3:27][C:28]1[C:32](B(O)O)=[C:31]([CH3:36])[O:30][N:29]=1>>[C:1]([O:4][C@@H:5]1[C@@H:18]([O:19][C:20](=[O:22])[CH3:21])[C@H:17]([O:23][C:24](=[O:26])[CH3:25])[CH2:16][S:15][C@H:6]1[O:7][C:8]1[CH:13]=[CH:12][CH:11]=[CH:10][C:9]=1[C:32]1[C:28]([CH3:27])=[N:29][O:30][C:31]=1[CH3:36])(=[O:3])[CH3:2]. Procedure: By carrying out the operation analogously to example 3, starting from 2-bromophenyl 2,3,4-tri-O-acetyl-5-thio-β-D-xylopyranoside, obtained according to preparation IV, and 3,5-dimethyl-4-isoxazoleboronic acid, the expected compound is obtained in the form of a white solid with a yield of 76%.